This data is from the Open Reaction Database (ORD), a public repository of structured organic reaction records. The task is: describe an organic reaction: reactants, conditions, products, and yield Starting materials: C1CCOC1, CCOC(=O)c1c(O)nc2cc(C(F)(F)F)ccc2c1C, CO, [Li+], [OH-]. The product is Cc1c(C(=O)O)c(O)nc2cc(C(F)(F)F)ccc12. Reaction SMILES: [CH2:26]1[O:27][CH2:28][CH2:29][CH2:30]1.[CH2:3]([CH3:4])[O:5][C:6](=[O:7])[c:8]1[c:9]([OH:23])[n:10][c:11]2[cH:12][c:13]([C:19]([F:20])([F:21])[F:22])[cH:14][cH:15][c:16]2[c:17]1[CH3:18].[CH3:24][OH:25].[Li+:2].[OH-:1]>>[O:5]=[C:6]([OH:7])[c:8]1[c:9]([OH:23])[n:10][c:11]2[cH:12][c:13]([C:19]([F:20])([F:21])[F:22])[cH:14][cH:15][c:16]2[c:17]1[CH3:18]. The reactants are C(C)(C)(C)OC(=O)NC1=C(N=C(S1)C1=C(C=CC=C1C)C)C(=O)O (5-(tert-butoxycarbonylamino)-2-(2,6-dimethylphenyl)thiazole-4-carboxylic acid), NC=1C=NC=CC1N1C[C@H](CCC1)NC(OC(C)(C)C)=O ((S)-tert-butyl 1-(3-aminopyridin-4-yl)piperidin-3-ylcarbamate). The product is NC1=C(N=C(S1)C1=C(C=CC=C1C)C)C(=O)NC=1C=NC=CC1N1C[C@H](CCC1)N ((S)-5-amino-N-(4-(3-aminopiperidin-1-yl)pyridin-3-yl)-2-(2,6-dimethylphenyl)thiazole-4-carboxamide). Yield: 13.0%. RXN SMILES: C(OC([NH:8][C:9]1[S:13][C:12]([C:14]2[C:19]([CH3:20])=[CH:18][CH:17]=[CH:16][C:15]=2[CH3:21])=[N:11][C:10]=1[C:22]([OH:24])=O)=O)(C)(C)C.[NH2:25][C:26]1[CH:27]=[N:28][CH:29]=[CH:30][C:31]=1[N:32]1[CH2:37][CH2:36][CH2:35][C@H:34]([NH:38]C(=O)OC(C)(C)C)[CH2:33]1>>[NH2:8][C:9]1[S:13][C:12]([C:14]2[C:15]([CH3:21])=[CH:16][CH:17]=[CH:18][C:19]=2[CH3:20])=[N:11][C:10]=1[C:22]([NH:25][C:26]1[CH:27]=[N:28][CH:29]=[CH:30][C:31]=1[N:32]1[CH2:37][CH2:36][CH2:35][C@H:34]([NH2:38])[CH2:33]1)=[O:24]. Reported procedure: Followed the procedure as described in EXAMPLE 1, starting with 5-(tert-butoxycarbonylamino)-2-(2,6-dimethylphenyl)thiazole-4-carboxylic acid and (S)-tert-butyl 1-(3-aminopyridin-4-yl)piperidin-3-ylcarbamate. Obtained the desired product as a white solid (8 mg, 13%). 1H NMR (400 MHz, DMSO) δ 9.22 (s, 1H), 8.18 (d, J=5.3 Hz, 1H), 7.48 (s, 2H), 7.35-7.26 (m, 1H), 7.17 (d, J=7.7 Hz, 2H), 7.04 (d, J=5.3 Hz, 1H), 3.06 (t, J=14.4 Hz, 1H), 2.99 (d, J=11.7 Hz, 1H), 2.83-2.66 (m, 1H), 2.64-2.48 (m, 1H), ... Reactants: [Br-], CC(=NO)c1ccccc1, Cc1ccccc1, CCCC[N+](CCCC)(CCCC)CCCC, ClCCN1CCOCC1, Cl, [Na+], [OH-], O. The product is CC(=NOCCN1CCOCC1)c1ccccc1. As a reaction SMILES: [Br-:31].[C:1]([CH3:2])([c:3]1[cH:4][cH:5][cH:6][cH:7][cH:8]1)=[N:9][OH:10].[CH3:24][c:25]1[cH:26][cH:27][cH:28][cH:29][cH:30]1.[CH3:32][CH2:33][CH2:34][CH2:35][N+:36]([CH2:37][CH2:38][CH2:39][CH3:40])([CH2:41][CH2:42][CH2:43][CH3:44])[CH2:45][CH2:46][CH2:47][CH3:48].[Cl:13][CH2:14][CH2:15][N:16]1[CH2:17][CH2:18][O:19][CH2:20][CH2:21]1.[ClH:12].[Na+:23].[OH-:22].[OH2:11]>>[C:1]([CH3:2])([c:3]1[cH:4][cH:5][cH:6][cH:7][cH:8]1)=[N:9][O:10][CH2:14][CH2:15][N:16]1[CH2:17][CH2:18][O:19][CH2:20][CH2:21]1. Starting materials: C([C@@H]1[C@H]([C@@H]([C@H]([C@H](O1)NC2=N[C@@H]3[C@H](O2)[C@H]([C@@H]([C@@]3(CO)O)O)O)O)O)O)O (trehazolin), O (water). Solvent: Cl (hydrochloric acid). Run at temperature 100 celsius. Product: NC1C(C(C(C1(O)CO)O)O)O (5-amino-1 -(hydroxymethyl)cyclopentane-1,2,3,4-tetraol). Yield: 54.0%. As a reaction SMILES: C(O)[C@H]1O[C@H](NC2[O:13][C@@H:12]3[C@@H:14]([OH:21])[C@H:15]([OH:20])[C@:16]([OH:19])([CH2:17][OH:18])[C@@H:11]3[N:10]=2)[C@H](O)[C@@H](O)[C@@H]1O.O>Cl>[NH2:10][CH:11]1[C:16]([CH2:17][OH:18])([OH:19])[CH:15]([OH:20])[CH:14]([OH:21])[CH:12]1[OH:13]. Procedure details: A solution of 19.3 mg of trehazolin (prepared as described in Example 1 above) dissolved in 1 ml of 4N aqueous hydrochloric acid was placed in an ampoule and hydrolyzed by heating it at 100° C. for 24 hours. At the end of this time, the reaction mixture was mixed with water and then concentrated to dryness by evaporation under reduced pressure. The residue was again mixed with water and concentrated to dryness by evaporation under reduced pressure, to distill off the hydrochloric acid. The resid...